Dataset: the Open Reaction Database (ORD), a public repository of structured organic reaction records. Task: describe an organic reaction: reactants, conditions, products, and yield Procedure details: To a solution of 1-ethyl-3,3,5-trimethyl-7-[(2-pyridine 3-ylethylamino)methyl]-1,5-dihydrobenzo[b][1,4]diazepine-2,4-dione (0.5 g), 1-methyl-3-indoleacetic acid (0.27 g), and 1-hydroxybenzotriazole (HOBT) (0.24 g) in acetonitrile (10 ml), N-(3-dimethylaminopropyl)-NT-ethylcarbodiimide hydrochloride (WSC) (0.30 g) was added and stirred at room temperature for 3 days. The reaction mixture was concentrated under reduced pressure. Ethyl acetate and water were added to the residue and extracted with ... Product: Cl.C(C)N1C2=C(N(C(C(C1=O)(C)C)=O)C)C=C(C=C2)CN(C(CC2=CN(C1=CC=CC=C21)C)=O)CCC=2C=NC=CC2 (N-(1-Ethyl-3,3,5-trimethyl-2,4-dioxo-2,3,4,5-tetrahydro-1H-benzo[b][1,4]diazepin-7-ylmethyl)-2-(1-methyl-1H-indol-3-yl)-N-(2-pyridin-3-ylethyl)acetamide hydrochloride). As a reaction SMILES: [CH2:1]([N:3]1[C:9](=[O:10])[C:8]([CH3:12])([CH3:11])[C:7](=[O:13])[N:6]([CH3:14])[C:5]2[CH:15]=[C:16]([CH2:19][NH:20][CH2:21][CH2:22][C:23]3[CH:24]=[N:25][CH:26]=[CH:27][CH:28]=3)[CH:17]=[CH:18][C:4]1=2)[CH3:2].[CH3:29][N:30]1[C:38]2[C:33](=[CH:34][CH:35]=[CH:36][CH:37]=2)[C:32]([CH2:39][C:40](O)=[O:41])=[CH:31]1.ON1C2C=CC=CC=2N=N1.[ClH:53]>C(#N)C.C(O)C.CC(O)C>[ClH:53].[CH2:1]([N:3]1[C:9](=[O:10])[C:8]([CH3:12])([CH3:11])[C:7](=[O:13])[N:6]([CH3:14])[C:5]2[CH:15]=[C:16]([CH2:19][N:20]([CH2:21][CH2:22][C:23]3[CH:24]=[N:25][CH:26]=[CH:27][CH:28]=3)[C:40](=[O:41])[CH2:39][C:32]3[C:33]4[C:38](=[CH:37][CH:36]=[CH:35][CH:34]=4)[N:30]([CH3:29])[CH:31]=3)[CH:17]=[CH:18][C:4]1=2)[CH3:2] |f:7.8|. Reaction conditions: time 3 day. The solvent is C(C)#N (acetonitrile), C(C)O (ethanol), CC(C)O (2-propanol). The reactants are C(C)N1C2=C(N(C(C(C1=O)(C)C)=O)C)C=C(C=C2)CNCCC=2C=NC=CC2 (1-ethyl-3,3,5-trimethyl-7-[(2-pyridine 3-ylethylamino)methyl]-1,5-dihydrobenzo[b][1,4]diazepine-2,4-dione), CN1C=C(C2=CC=CC=C12)CC(=O)O (1-methyl-3-indoleacetic acid), ON1N=NC2=C1C=CC=C2 (1-hydroxybenzotriazole), N-(3-dimethylaminopropyl)-NT-ethylcarbodiimide hydrochloride, Cl (hydrogen chloride). Starting materials: OC1(CCNCC1)CC1=CC=CC=C1 (4-hydroxy-4-benzyl-piperidine), ClCCNC(=O)NC1=CC(=NC2=CC=CC=C12)C (1-(2-chloro-ethyl)-3-(2-methyl-quinolin-4-yl)-urea), C(=O)(O)[O-].[Na+] (NaHCO3). Run in C1CCOC1 (THF), C(Cl)Cl (CH2Cl2). Conditions: temperature 45 celsius, time 6 day. Product: C(C1=CC=CC=C1)C1(CCN(CC1)CCNC(=O)NC1=CC(=NC2=CC=CC=C12)C)O (1-[2-(4-Benzyl-4-hydroxy-piperidin-1-yl)-ethyl]-3-(2-methyl-quinolin-4-yl)-urea). As a reaction SMILES: [OH:1][C:2]1([CH2:8][C:9]2[CH:14]=[CH:13][CH:12]=[CH:11][CH:10]=2)[CH2:7][CH2:6][NH:5][CH2:4][CH2:3]1.Cl[CH2:16][CH2:17][NH:18][C:19]([NH:21][C:22]1[C:31]2[C:26](=[CH:27][CH:28]=[CH:29][CH:30]=2)[N:25]=[C:24]([CH3:32])[CH:23]=1)=[O:20].C([O-])(O)=O.[Na+]>C1COCC1.C(Cl)Cl>[CH2:8]([C:2]1([OH:1])[CH2:7][CH2:6][N:5]([CH2:16][CH2:17][NH:18][C:19]([NH:21][C:22]2[C:31]3[C:26](=[CH:27][CH:28]=[CH:29][CH:30]=3)[N:25]=[C:24]([CH3:32])[CH:23]=2)=[O:20])[CH2:4][CH2:3]1)[C:9]1[CH:14]=[CH:13][CH:12]=[CH:11][CH:10]=1 |f:2.3|. Reported procedure: To a solution of 4-hydroxy-4-benzyl-piperidine (380.6 mg, 2 mmol) in dry THF (10 mL) is added 1-(2-chloro-ethyl)-3-(2-methyl-quinolin-4-yl)-urea (263.7 mg, 1 mmol) and solid NaHCO3 (672 mg, 8 mmol). The reaction mixture is stirred at 45° C. for 6 days. The reaction mixture is diluted with CH2Cl2 (100 mL) and washed with sat. Na2CO3 (2×30 mL). The aqueous phase is re-extracted with CH2Cl2 (2×25 mL), the combined organic phases are washed with brine (20 mL), dried (Na2SO4), filtered and evaporated... Reactants: C(C1=CC=CC=C1)C=1C=C(C(=NC1Cl)I)O (5-benzyl-6-chloro-2-iodopyridin-3-ol), CN(C)C=O (DMF), C(C)N(C(C)C)C(C)C (N-ethyl-N-isopropylpropan-2-amine), C(#C)C1=C(C=C(CN2CC(C2)C(=O)OC)C=C1)F (methyl 1-(4-ethynyl-3-fluorobenzyl)azetidine-3-carboxylate). The reagents and catalysts are Cl[Pd]([P](C1=CC=CC=C1)(C2=CC=CC=C2)C3=CC=CC=C3)([P](C4=CC=CC=C4)(C5=CC=CC=C5)C6=CC=CC=C6)Cl (PdCl2(PPh3)2), [Cu]I (copper(I) iodide). Conditions: time 16 hour. Product: C(C1=CC=CC=C1)C=1C=C2C(=NC1Cl)C=C(O2)C2=C(C=C(C=C2)CN2CC(C2)C(=O)OC)F (Methyl 1-((4-(6-benzyl-5-chlorofuro[3,2-b]pyridin-2-yl)-3-fluorophenyl)methyl)azetidine-3-carboxylate). Reaction SMILES: [CH2:1]([C:8]1[CH:9]=[C:10]([OH:16])[C:11](I)=[N:12][C:13]=1[Cl:14])[C:2]1[CH:7]=[CH:6][CH:5]=[CH:4][CH:3]=1.C(N(C(C)C)C(C)C)C.[C:26]([C:28]1[CH:42]=[CH:41][C:31]([CH2:32][N:33]2[CH2:36][CH:35]([C:37]([O:39][CH3:40])=[O:38])[CH2:34]2)=[CH:30][C:29]=1[F:43])#[CH:27].CN(C=O)C>Cl[Pd](Cl)([P](C1C=CC=CC=1)(C1C=CC=CC=1)C1C=CC=CC=1)[P](C1C=CC=CC=1)(C1C=CC=CC=1)C1C=CC=CC=1.[Cu]I>[CH2:1]([C:8]1[CH:9]=[C:10]2[O:16][C:26]([C:28]3[CH:42]=[CH:41][C:31]([CH2:32][N:33]4[CH2:36][CH:35]([C:37]([O:39][CH3:40])=[O:38])[CH2:34]4)=[CH:30][C:29]=3[F:43])=[CH:27][C:11]2=[N:12][C:13]=1[Cl:14])[C:2]1[CH:7]=[CH:6][CH:5]=[CH:4][CH:3]=1 |^1:51,70|. Procedure: In a sealed flask was combined 5-benzyl-6-chloro-2-iodopyridin-3-ol (1.50 g, 4.3 mmol), PdCl2(PPh3)2 (0.30 g, 0.43 mmol), copper(I) iodide (0.17 g, 0.87 mmol), N-ethyl-N-isopropylpropan-2-amine (6.1 mL, 35 mmol), methyl 1-(4-ethynyl-3-fluorobenzyl)azetidine-3-carboxylate (1.2 g, 4.8 mmol) and DMF (10 mL, 129 mmol). The flask was flushed with argon, sealed and placed in an oil bath for 16 h at 80° C. The reaction was concentrated to remove solvent, and the resulting black mixture was adsorbed ont... Product: CC(C)S(=O)(=O)CC1CC(NC(C)(C)C)CCC1N. Reactants: CC(C)S(=O)(=O)CC1CC(NC(C)(C)C)CCC1NC(=O)OCc1ccccc1, CO. RXN SMILES: [C:1]([CH3:2])([CH3:3])([CH3:4])[NH:5][CH:6]1[CH2:7][CH:8]([CH2:23][S:24](=[O:25])(=[O:26])[CH:27]([CH3:28])[CH3:29])[CH:9]([NH:12][C:13](=[O:14])[O:15][CH2:16][c:17]2[cH:18][cH:19][cH:20][cH:21][cH:22]2)[CH2:10][CH2:11]1.[CH3:30][OH:31]>>[C:1]([CH3:2])([CH3:3])([CH3:4])[NH:5][CH:6]1[CH2:7][CH:8]([CH2:23][S:24](=[O:25])(=[O:26])[CH:27]([CH3:28])[CH3:29])[CH:9]([NH2:12])[CH2:10][CH2:11]1. Reactants: ClCC(=O)NC1=CC(=CC=C1)C#N (2-chloro-N-(3-cyano-phenyl)-acetamide), Cl.FC1=CC=C(CC2CCNCC2)C=C1 (4-(4-fluoro-benzyl)-piperidine hydrochloride), C(C)(C)OC(C)C (diisopropylether). Product: C(#N)C=1C=C(C=CC1)NC(CN1CCC(CC1)CC1=CC=C(C=C1)F)=O (N-(3-Cyano-phenyl)-2-[4-(4-fluoro-benzyl)-piperidin-1-yl]-acetamide). Reaction SMILES: Cl[CH2:2][C:3]([NH:5][C:6]1[CH:11]=[CH:10][CH:9]=[C:8]([C:12]#[N:13])[CH:7]=1)=[O:4].Cl.[F:15][C:16]1[CH:28]=[CH:27][C:19]([CH2:20][CH:21]2[CH2:26][CH2:25][NH:24][CH2:23][CH2:22]2)=[CH:18][CH:17]=1.C(OC(C)C)(C)C>>[C:12]([C:8]1[CH:7]=[C:6]([NH:5][C:3](=[O:4])[CH2:2][N:24]2[CH2:25][CH2:26][CH:21]([CH2:20][C:19]3[CH:18]=[CH:17][C:16]([F:15])=[CH:28][CH:27]=3)[CH2:22][CH2:23]2)[CH:11]=[CH:10][CH:9]=1)#[N:13] |f:1.2|. Procedure: The title compound is prepared from 2-chloro-N-(3-cyano-phenyl)-acetamide (Example 166a) and 4-(4-fluoro-benzyl)-piperidine hydrochloride according to the method described in Example 142b. Melting Point: 101-103° C. (diisopropylether) The reactants are CC1OC(CN(C1)S(=O)(=O)C1=CC=C(C(=O)O)C=C1)C (4-(2,6-dimethylmorpholinosulfonyl)benzoic acid), ClS(=O)(=O)C1=CC=C(C(=O)O)C=C1 (4-(chlorosulfonyl)benzoic acid), CC1CNCC(O1)C (2,6-dimethylmorpholine), ClC1=C(C=C(N)C=C1)C1=NC=CC=C1 (4-chloro-3-(pyridin-2-yl)aniline). The product is ClC1=C(C=C(C=C1)NC(C1=CC=C(C=C1)S(=O)(=O)N1CC(OC(C1)C)C)=O)C1=NC=CC=C1 (N-(4-chloro-3-(pyridin-2-yl)phenyl)-4-(2,6-dimethylmorpholinosulfonyl)benzamide). As a reaction SMILES: ClS(C1C=CC(C(O)=O)=CC=1)(=O)=O.CC1OC(C)CNC1.[Cl:22][C:23]1[CH:29]=[CH:28][C:26]([NH2:27])=[CH:25][C:24]=1[C:30]1[CH:35]=[CH:34][CH:33]=[CH:32][N:31]=1.[CH3:36][CH:37]1[CH2:42][N:41]([S:43]([C:46]2[CH:54]=[CH:53][C:49]([C:50](O)=[O:51])=[CH:48][CH:47]=2)(=[O:45])=[O:44])[CH2:40][CH:39]([CH3:55])[O:38]1>>[Cl:22][C:23]1[CH:29]=[CH:28][C:26]([NH:27][C:50](=[O:51])[C:49]2[CH:53]=[CH:54][C:46]([S:43]([N:41]3[CH2:40][CH:39]([CH3:55])[O:38][CH:37]([CH3:36])[CH2:42]3)(=[O:45])=[O:44])=[CH:47][CH:48]=2)=[CH:25][C:24]=1[C:30]1[CH:35]=[CH:34][CH:33]=[CH:32][N:31]=1. Procedure details: 1 g of 4-(chlorosulfonyl)benzoic acid was reacted with 616 μL of 2,6-dimethylmorpholine via Procedure H. 75 mg of 4-chloro-3-(pyridin-2-yl)aniline was coupled to 120 mg of 4-(2,6-dimethylmorpholinosulfonyl)benzoic acid via Procedure G and purified by reverse phase HPLC to yield N-(4-chloro-3-(pyridin-2-yl)phenyl)-4-(2,6-dimethylmorpholinosulfonyl)benzamide. MS (Q1) 486.3 (M)+.